Dataset: the Open Reaction Database (ORD), a public repository of structured organic reaction records. Task: describe an organic reaction: reactants, conditions, products, and yield Starting materials: O (water), C(C1=CC=CC=C1)OC(=O)C=1NC(=CC1)C=O (5-formyl-1H-pyrrole-2-carboxylic acid benzyl ester), Intermediate 18, C([O-])([O-])=O.[Cs+].[Cs+] (cesium carbonate), CI (MeI). Run in CN(C)C=O (DMF). Conditions: time 2 hour. Product: C(=O)C1=CC=C(N1C)C(=O)OCC1=CC=CC=C1 (benzyl 5-formyl-1-methyl-1H-pyrrole-2-carboxylate). Reaction SMILES: [CH2:1]([O:8][C:9]([C:11]1[NH:12][C:13]([CH:16]=[O:17])=[CH:14][CH:15]=1)=[O:10])[C:2]1[CH:7]=[CH:6][CH:5]=[CH:4][CH:3]=1.[C:18](=O)([O-])[O-].[Cs+].[Cs+].CI.O>CN(C=O)C>[CH:16]([C:13]1[N:12]([CH3:18])[C:11]([C:9]([O:8][CH2:1][C:2]2[CH:7]=[CH:6][CH:5]=[CH:4][CH:3]=2)=[O:10])=[CH:15][CH:14]=1)=[O:17] |f:1.2.3|. Reported procedure: To a stirred solution of 5-formyl-1H-pyrrole-2-carboxylic acid benzyl ester (from the preparation of Intermediate 18) (400 mg, 1.75 mmol) in DMF (10 mL) is added cesium carbonate (853 mg, 2.62 mmol) and MeI (297 mg, 2.09 mmol). The mixture is stirred at room temperature for 2 hours then water is added and the mixture is extracted with ethyl acetate (3×). The combined organic layers are washed with water and brine then is dried over magnesium sulfate. The solvent is removed under reduced pressure... The reactants are CC(C)(C1=CC(=CC=C1)C1(OCCO1)C1=CC=CC=C1)C1=NOC(=C1)N=C(N1CCOCC1)N ([(3-{1-Methyl-1-[3-(2-phenyl-[1,3]dioxolan-2-yl)-phenyl]-ethyl}-isoxazol-5-ylimino)-morpholin-4-yl-methyl]-amine). Solvent: C(C)(=O)O (acetic acid). Conditions: time 40 hour. Product: NC(=NC1=CC(=NO1)C(C)(C)C=1C=C(C=CC1)C(=O)C1=CC=CC=C1)N1CCOCC1 ((3-{1-[5-(Amino-morpholin-4-yl-methyleneamino)-isoxazol-3-yl]-1-methyl-ethyl}-phenyl)-phenyl-methanone). Isolated yield 104.2%. Reaction SMILES: [CH3:1][C:2]([C:21]1[CH:25]=[C:24]([N:26]=[C:27]([NH2:34])[N:28]2[CH2:33][CH2:32][O:31][CH2:30][CH2:29]2)[O:23][N:22]=1)([C:4]1[CH:9]=[CH:8][CH:7]=[C:6]([C:10]2([C:15]3[CH:20]=[CH:19][CH:18]=[CH:17][CH:16]=3)OCC[O:11]2)[CH:5]=1)[CH3:3]>C(O)(=O)C>[NH2:34][C:27]([N:28]1[CH2:33][CH2:32][O:31][CH2:30][CH2:29]1)=[N:26][C:24]1[O:23][N:22]=[C:21]([C:2]([C:4]2[CH:5]=[C:6]([C:10]([C:15]3[CH:20]=[CH:19][CH:18]=[CH:17][CH:16]=3)=[O:11])[CH:7]=[CH:8][CH:9]=2)([CH3:3])[CH3:1])[CH:25]=1. Reported procedure: The compound (8.8 mg) obtained in Example 131 was dissolved in 90% aqueous acetic acid solution (2 ml), followed by stirring for 40 hours. The reaction solution was extracted with ethyl acetate, and the extract solution was washed with a saturated aqueous sodium chloride solution, dried over sodium sulfate and thereafter concentrated under reduced pressure. The resulting residue was purified by a silica gel column chromatography to obtain the desired compound (8.3 mg). The reactants are CC(=O)[O-], CC(=O)CC(C)=O, Cc1ccccc1N, CC(=O)O, CCO, Cl, O=N[O-], [Na+], [Na+], O. Product: CC(=O)C(=NNc1ccccc1C)C(C)=O. Reaction SMILES: [CH3:14][C:15](=[O:16])[O-:17].[CH3:18][C:19](=[O:20])[CH2:21][C:22]([CH3:23])=[O:24].[CH3:1][c:2]1[c:3]([NH2:4])[cH:5][cH:6][cH:7][cH:8]1.[CH3:25][C:26](=[O:27])[OH:28].[CH3:31][CH2:32][OH:33].[ClH:29].[N:9]([O-:10])=[O:11].[Na+:12].[Na+:13].[OH2:30]>>[CH3:1][c:2]1[c:3]([NH:4][N:9]=[C:21]([C:19]([CH3:18])=[O:20])[C:22]([CH3:23])=[O:24])[cH:5][cH:6][cH:7][cH:8]1. The reactants are Cl.N[C@@H](C(=O)O)CC1CCCCC1 ((R)-(+)-α-aminocyclohexanepropionic acid hydrochloride), C(C)#N (acetonitrile). Product: C1(CCCCC1)C[C@H](C(=O)O)N1C(C2=CC=CC=C2C1)=O ((R)-3-Cyclohexyl-2-(1-oxo-1,3-dihydro-isoindol-2-yl)-propionic acid). Isolated yield 63.0%. Reaction SMILES: Cl.[NH2:2][C@H:3]([CH2:7][CH:8]1[CH2:13][CH2:12][CH2:11][CH2:10][CH2:9]1)[C:4]([OH:6])=[O:5].[C:14](#N)[CH3:15]>>[CH:8]1([CH2:7][C@@H:3]([N:2]2[CH2:15][C:14]3[C:3](=[CH:7][CH:8]=[CH:9][CH:10]=3)[C:4]2=[O:5])[C:4]([OH:6])=[O:5])[CH2:13][CH2:12][CH2:11][CH2:10][CH2:9]1 |f:0.1|. Procedure: A mixture of (R)-(+)-α-aminocyclohexanepropionic acid hydrochloride (2.69 g; 15.7 mmol) and phthalic dicarboxaldehyde (2.50 g; 14.6 mmol) in acetonitrile (60 mL) was refluxed for 42 h under nitrogen. The mixture was allowed to cool to room temperature and further cooled to 0° C. The solid was filtered off and washed once with cold acetonitrile to give 2.65 g (63%) of (R)-3-Cyclohexyl-2-(1-oxo-1,3-dihydro-isoindol-2-yl)-propionic acid as a white solid: EI-HRMS m/e calcd for C17H21NO3 (M+) 287.152... The reactants are OC1CC(N(C1)CC(=O)O)=O (4-hydroxy-2-oxo-1-pyrrolidine acetic acid), CC1(N(C(CN1)=O)CC(=O)N)C (2,2-dimethyl-5-oxo-1-imidazolidineacetamide), C1CCC(CC1)N=C=NC2CCCCC2 (DCC). The solvent is CN(C=O)C (dimethylformamide). Product: CC1(N(C(CN1C(CN1C(CC(C1)O)=O)=O)=O)CC(=O)N)C (2,2-Dimethyl-5-oxo-3-(4-hydroxy-2-oxo-1-pyrrolidineacetyl)-1-imidazolidineacetamide). Reaction SMILES: [OH:1][CH:2]1[CH2:6][N:5]([CH2:7][C:8]([OH:10])=O)[C:4](=[O:11])[CH2:3]1.[CH3:12][C:13]1([CH3:23])[NH:17][CH2:16][C:15](=[O:18])[N:14]1[CH2:19][C:20]([NH2:22])=[O:21].C1CCC(N=C=NC2CCCCC2)CC1>CN(C)C=O>[CH3:12][C:13]1([CH3:23])[N:17]([C:8](=[O:10])[CH2:7][N:5]2[CH2:6][CH:2]([OH:1])[CH2:3][C:4]2=[O:11])[CH2:16][C:15](=[O:18])[N:14]1[CH2:19][C:20]([NH2:22])=[O:21]. Reported procedure: To a stirred solution of 4-hydroxy-2-oxo-1-pyrrolidine acetic acid (3.18 g) and 2,2-dimethyl-5-oxo-1-imidazolidineacetamide (3.5 g) in 100 ml of dimethylformamide at room temperature, 4.12 g of DCC were added at once. After 5 hours the solvent was evaporated under vacuum and the residue was suspended in 50 ml of stirred water. After 10 minutes the solid was filtered off and the water evaporated under reduced pressure. The residue was triturated with isopropanol and collected, affording the title... Reactants: CO (methanol), ClC=1C=CC2=C(C=CC3=C(N=C(N3C)C)C2O)C1 ((±)-7-Chloro-1,2-dimethyl-4H-benzo[5,6]cyclohepta[1,2-d]imidazol-4-ol), CN1C(=O)NC(=O)C=C1 (1-methyluracil), B(F)(F)F.CCOCC (boron trifluoride etherate). The solvent is C(C)#N (acetonitrile). Conditions: temperature 50 celsius. Yields the product ClC=1C=CC2=C(C=CC3=C(N=C(N3C)C)C2C=2C(NC(N(C2)C)=O)=O)C1 ((±)-5-(7-Chloro-1,2-dimethyl-4H-benzo[5,6]cyclohepta[1,2-d]imidazol-4-yl)-1-methyl-2,4(1H,3H)-pyrimidinedione). As a reaction SMILES: [Cl:1][C:2]1[CH:3]=[CH:4][C:5]2[CH:16](O)[C:10]3[N:11]=[C:12]([CH3:15])[N:13]([CH3:14])[C:9]=3[CH:8]=[CH:7][C:6]=2[CH:18]=1.[CH3:19][N:20]1[CH:27]=[CH:26][C:24](=[O:25])[NH:23][C:21]1=[O:22].B(F)(F)F.CCOCC.CO>C(#N)C>[Cl:1][C:2]1[CH:3]=[CH:4][C:5]2[CH:16]([C:26]3[C:24](=[O:25])[NH:23][C:21](=[O:22])[N:20]([CH3:19])[CH:27]=3)[C:10]3[N:11]=[C:12]([CH3:15])[N:13]([CH3:14])[C:9]=3[CH:8]=[CH:7][C:6]=2[CH:18]=1 |f:2.3|. Reported procedure: A mixture of the product from step (iii) (0.91 g), and 1-methyluracil (0.44 g) in acetonitrile (40 ml) was treated with boron trifluoride etherate (2.47 g) and heated at 50° C. for 4 h. The solution was treated with methanol (1 ml) and evaporated. Purification was by chromatography on a biotage silica column, using 3% methanol/0.1% 0.880 ammonia in dichloromethane as eluant to give the subtitled product as a cream powder. Reactants: CO, [Li+], C1CCOC1, [OH-], O, CCOC(=O)c1cccc(NC(=O)NC2CN(CC=C(C)C)c3ccc(C)cc3N(CC(=O)c3ccccc3C)C2=O)c1. Yields the product CC(C)=CCN1CC(NC(=O)Nc2cccc(C(=O)O)c2)C(=O)N(CC(=O)c2ccccc2C)c2cc(C)ccc21. RXN SMILES: [CH3:52][OH:53].[Li+:46].[O:47]1[CH2:48][CH2:49][CH2:50][CH2:51]1.[OH-:45].[OH2:44].[c:1]1([CH3:43])[c:2]([C:7](=[O:8])[CH2:9][N:10]2[C:11](=[O:42])[CH:12]([NH:27][C:28](=[O:29])[NH:30][c:31]3[cH:32][c:33]([C:37](=[O:38])[O:39][CH2:40][CH3:41])[cH:34][cH:35][cH:36]3)[CH2:13][N:14]([CH2:22][CH:23]=[C:24]([CH3:25])[CH3:26])[c:15]3[c:16]2[cH:17][c:18]([CH3:21])[cH:19][cH:20]3)[cH:3][cH:4][cH:5][cH:6]1>>[c:1]1([CH3:43])[c:2]([C:7](=[O:8])[CH2:9][N:10]2[C:11](=[O:42])[CH:12]([NH:27][C:28](=[O:29])[NH:30][c:31]3[cH:32][c:33]([C:37](=[O:38])[OH:39])[cH:34][cH:35][cH:36]3)[CH2:13][N:14]([CH2:22][CH:23]=[C:24]([CH3:25])[CH3:26])[c:15]3[c:16]2[cH:17][c:18]([CH3:21])[cH:19][cH:20]3)[cH:3][cH:4][cH:5][cH:6]1. As a reaction SMILES: N1([CH:10]=[O:11])C2C=CC=CC=2N=N1.[C:12]1([CH2:18][O:19][NH:20][CH2:21][C@@H:22]([CH2:26][CH2:27][CH2:28][CH3:29])[C:23]([OH:25])=[O:24])[CH:17]=[CH:16][CH:15]=[CH:14][CH:13]=1.C([O-])([O-])=O.[Na+].[Na+].CC(OC(OC(OC(C)(C)C)=O)=O)(C)C>C1COCC1.O>[CH:10]([N:20]([CH2:21][C@@H:22]([CH2:26][CH2:27][CH2:28][CH3:29])[C:23]([OH:25])=[O:24])[O:19][CH2:18][C:12]1[CH:13]=[CH:14][CH:15]=[CH:16][CH:17]=1)=[O:11] |f:2.3.4|. Reactants: C(=O)([O-])[O-].[Na+].[Na+] (Na2CO3), CC(C)(C)OC(=O)OC(=O)OC(C)(C)C (Boc2O), N1(N=NC2=C1C=CC=C2)C=O (1H-1,2,3-benzotriazole-1-carbaldehyde), C1(=CC=CC=C1)CONC[C@H](C(=O)O)CCCC ((2R)-2-({[(phenylmethyl)oxy]amino}methyl)hexanoic acid). Reported procedure: To a solution of 1H-1,2,3-benzotriazole-1-carbaldehyde (26 g, 0.18 mol) in THF (200 ml) at 0° C. was added dropwise a solution of (2R)-2-({[(phenylmethyl)oxy]amino}methyl)hexanoic acid (8) (40 g, 0.16 mol) in THF (200 mL). The reaction mixture was warmed up to rt and stirred overnight. LC/MS indicated completion of the reaction. To the reaction mixture at 0° C. was added water (400 mL), Na2CO3 (36 g), and Boc2O (43.6 g, 0.36 mol). The mixture was stirred for 3 h. THF was removed under vacuum. Th... Product: C(=O)N(OCC1=CC=CC=C1)C[C@H](C(=O)O)CCCC ((2R)-2-({Formyl[(phenylmethyl)oxy]amino}methyl)hexanoic acid). Solvent: O (water), C1CCOC1 (THF), C1CCOC1 (THF). Conditions: time 8 hour. Isolated yield 82.3%.